This data is from the Open Reaction Database (ORD), a public repository of structured organic reaction records. The task is: describe an organic reaction: reactants, conditions, products, and yield Starting materials: C(#N)C1=C(OCC(CCl)O)C=CC(=C1)NC(C1=CC=C(C=C1)F)=O (1-[2-cyano-4-(4-fluorobenzoyl-amino)phenoxy]-3-chloro-propan-2-ol), CC(C)(C#C)N (2-methyl-but-3-in-2-amine). Solvent: C(C)O (ethanol). Yields the product C(#N)C1=C(OCC(CNC(C)(C#C)C)O)C=CC(=C1)NC(C1=CC=C(C=C1)F)=O (1-[2-Cyano-4-(4-fluorobenzoylamino)-phenoxy]-3-(2-methyl-but-3-in-2-yl-amino)-propan-2-ol). As a reaction SMILES: [C:1]([C:3]1[CH:14]=[C:13]([NH:15][C:16](=[O:24])[C:17]2[CH:22]=[CH:21][C:20]([F:23])=[CH:19][CH:18]=2)[CH:12]=[CH:11][C:4]=1[O:5][CH2:6][CH:7]([OH:10])[CH2:8]Cl)#[N:2].[CH3:25][C:26]([NH2:30])([C:28]#[CH:29])[CH3:27]>C(O)C>[C:1]([C:3]1[CH:14]=[C:13]([NH:15][C:16](=[O:24])[C:17]2[CH:22]=[CH:21][C:20]([F:23])=[CH:19][CH:18]=2)[CH:12]=[CH:11][C:4]=1[O:5][CH2:6][CH:7]([OH:10])[CH2:8][NH:30][C:26]([CH3:27])([C:28]#[CH:29])[CH3:25])#[N:2]. Procedure details: 9 gm of 1-[2-cyano-4-(4-fluorobenzoyl-amino)phenoxy]-3-chloro-propan-2-ol were dissolved in 80 ml of ethanol, and 12.5 ml of 2-methyl-but-3-in-2-amine were added to the solution. After the mixture had been refluxed for 4 hours, the solvent was distilled off in vacuo, the residue was acidified with dilute HCl and washed with ether. The aqueous phase was made alkaline with NH4OH, the base precipitated thereby was extracted twice with ethyl acetate, and the organic phase was washed with H2O and dri... Reactants: ClC=1C(NN=C(C1NCC1=CC(=C(C=C1)OC)OCCC)[N+](=O)[O-])=O (4-chloro-5-(3-n-propoxy-4-methoxybenzylamino)-6-nitro-3(2H)pyridazinone), C(C)(=O)O (acetic acid), S(=O)([O-])S(=O)[O-].[Na+].[Na+] (sodium hydrosulfite). Run in C(C)O (ethanol), C([O-])([O-])=O.[Na+].[Na+] (sodium carbonate). Yields the product ClC=1C(NN=C(C1NCC1=CC(=C(C=C1)OC)OCCC)N)=O (4-chloro-5-(3-n-propoxy-4-methoxybenzylamino)-6-amino-3(2H)pyridazinone). As a reaction SMILES: [Cl:1][C:2]1[C:3](=[O:25])[NH:4][N:5]=[C:6]([N+:22]([O-])=O)[C:7]=1[NH:8][CH2:9][C:10]1[CH:15]=[CH:14][C:13]([O:16][CH3:17])=[C:12]([O:18][CH2:19][CH2:20][CH3:21])[CH:11]=1.S(S([O-])=O)([O-])=O.[Na+].[Na+].C(O)(=O)C>C(O)C.C(=O)([O-])[O-].[Na+].[Na+]>[Cl:1][C:2]1[C:3](=[O:25])[NH:4][N:5]=[C:6]([NH2:22])[C:7]=1[NH:8][CH2:9][C:10]1[CH:15]=[CH:14][C:13]([O:16][CH3:17])=[C:12]([O:18][CH2:19][CH2:20][CH3:21])[CH:11]=1 |f:1.2.3,6.7.8|. Procedure details: 1.00 g of 4-chloro-5-(3-n-propoxy-4-methoxybenzylamino)-6-nitro-3(2H)pyridazinone (Compound No. 22) prepared in Example 2, was dissolved in a solvent mixture of 20 ml of ethanol and 20 ml of a 10% sodium carbonate aqueous solution, 3.30 g of sodium hydrosulfite was gradually added thereto at room temperature under stirring. The mixture was stirred at room temperature for 1 hour, and was neutralized with glacial acetic acid. Then, ethanol was distilled off under reduced pressure, and water was ad... Starting materials: CCOCn1ccc2c(C(=O)OC)cccc21, CO, [Na+], [OH-]. Product: CCOCn1ccc2c(C(=O)O)cccc21. As a reaction SMILES: [CH2:1]([CH3:2])[O:3][CH2:4][n:5]1[cH:6][cH:7][c:8]2[c:9]([C:14](=[O:15])[O:16][CH3:17])[cH:10][cH:11][cH:12][c:13]12.[CH3:20][OH:21].[Na+:19].[OH-:18]>>[CH2:1]([CH3:2])[O:3][CH2:4][n:5]1[cH:6][cH:7][c:8]2[c:9]([C:14](=[O:15])[OH:16])[cH:10][cH:11][cH:12][c:13]12. Starting materials: C(C)(=O)O[C@H]1[C@@H](O[C@@H]([C@H]([C@@H]1OC(C)=O)OC(C)=O)COC(C)=O)OC1=NNC(=C1CC1=CC=C(C=C1)OCCCO)C(C)C (3-(2,3,4,6-tetra-O-acetyl-β-D-glucopyranosyloxy)-4-{[4-(3-hydroxypropoxy)phenyl]-methyl}-5-isopropyl-1H-pyrazole), [N+](=O)([O-])C1=C(C=CC=C1)S(=O)(=O)N[C@H](C(=O)N)C ((S)-2-(2-nitrobenzenesulfonylamino)propionamide), [N+](=O)([O-])C1=C(C=CC=C1)S(=O)(=O)NCC(=O)N (2-(2-nitrobenzenesulfonylamino)acetoamide). The product is C(C)(=O)O[C@H]1[C@@H](O[C@@H]([C@H]([C@@H]1OC(C)=O)OC(C)=O)COC(C)=O)OC1=NNC(=C1CC1=CC=C(C=C1)OCCCN[C@@H](C)C(N)=O)C(C)C (3-(2,3,4,6-Tetra-O-acetyl-β-D-glucopyranosyloxy)-4-[(4-{3-[(S)-1-(carbamoyl)ethylamino]propoxy}phenyl)methyl]-5-isopropyl-1H-pyrazole). Reaction SMILES: [C:1]([O:4][C@@H:5]1[C@@H:10]([O:11][C:12](=[O:14])[CH3:13])[C@H:9]([O:15][C:16](=[O:18])[CH3:17])[C@@H:8]([CH2:19][O:20][C:21](=[O:23])[CH3:22])[O:7][C@H:6]1[O:24][C:25]1[C:29]([CH2:30][C:31]2[CH:36]=[CH:35][C:34]([O:37]CCCO)=[CH:33][CH:32]=2)=[C:28]([CH:42]([CH3:44])[CH3:43])[NH:27][N:26]=1)(=[O:3])[CH3:2].[N+](C1C=CC=CC=1S([NH:57][C@@H:58]([CH3:62])[C:59]([NH2:61])=[O:60])(=O)=O)([O-])=O.[N+]([C:66]1[CH:71]=CC=C[C:67]=1S(NCC(N)=O)(=O)=O)([O-])=O>>[C:1]([O:4][C@@H:5]1[C@@H:10]([O:11][C:12](=[O:14])[CH3:13])[C@H:9]([O:15][C:16](=[O:18])[CH3:17])[C@@H:8]([CH2:19][O:20][C:21](=[O:23])[CH3:22])[O:7][C@H:6]1[O:24][C:25]1[C:29]([CH2:30][C:31]2[CH:36]=[CH:35][C:34]([O:37][CH2:67][CH2:66][CH2:71][NH:57][C@H:58]([C:59](=[O:60])[NH2:61])[CH3:62])=[CH:33][CH:32]=2)=[C:28]([CH:42]([CH3:43])[CH3:44])[NH:27][N:26]=1)(=[O:3])[CH3:2]. Procedure: The title compound was prepared in a similar manner to that described in Example 39 using 3-(2,3,4,6-tetra-O-acetyl-β-D-glucopyranosyloxy)-4-{[4-(3-hydroxypropoxy)phenyl]-methyl}-5-isopropyl-1H-pyrazole and (S)-2-(2-nitrobenzenesulfonylamino)propionamide instead of 3-(2,3,4,6-tetra-O-acetyl-β-D-glucopyranosyloxy)-4-{[4-(3-hydroxypropoxy)-2-methylphenyl]methyl}-5-isopropyl-1H-pyrazole and 2-(2-nitrobenzenesulfonylamino)acetoamide, respectively. Reactants: C1(CC1)N (cyclopropyl amine), OCC=1C=CC(=NC1)C(=O)O (5-Hydroxymethyl-pyridine-2-carboxylic acid), CCN(C(C)C)C(C)C (Hünig's base), [B-](F)(F)(F)F.CN(C)C(=[N+](C)C)ON1C=CC=CC1=O (TPTU). Yields the product C1(CC1)NC(=O)C1=NC=C(C=C1)CO (5-Hydroxymethyl-pyridine-2-carboxylic acid cyclopropylamide). RXN SMILES: [OH:1][CH2:2][C:3]1[CH:4]=[CH:5][C:6]([C:9]([OH:11])=O)=[N:7][CH:8]=1.[B-](F)(F)(F)F.CN(C(O[N:25]1[C:30](=O)[CH:29]=[CH:28]C=C1)=[N+](C)C)C.CCN(C(C)C)C(C)C.C1(N)CC1>CN(C=O)C>[CH:30]1([NH:25][C:9]([C:6]2[CH:5]=[CH:4][C:3]([CH2:2][OH:1])=[CH:8][N:7]=2)=[O:11])[CH2:28][CH2:29]1 |f:1.2|. Procedure details: 5-Hydroxymethyl-pyridine-2-carboxylic acid (0.23 g, 1.5 mmol) was dissolved in DMF (3 ml) and activated with TPTU (0.45 g, 1.5 mmol), Hünig's base (0.51 ml, 3.0 mmol) and reacted with cyclopropyl amine (0.12 ml, 1.65 mmol) for 1 h at r.t during which a precipitate was formed. Solvent was removed and the residue dissolved in acetonitrile/water and purified by prep.RP(C18)HPLC: 60 mg; Run in CN(C)C=O (DMF). The reactants are ClC1=CC=C(C=C1)C1=C(C(=NN1C1=C(C=C(C=C1)Cl)Cl)C(=O)O)C (5-(4-chloro-phenyl)-1-(2,4-dichloro-phenyl)-4-methyl-1H-pyrazole-3-carboxylic acid), C(C(C)C)NC(C(=O)N)(C)C (2-isobutylamino-2-methyl-propionamide). Product: ClC1=CC=C(C=C1)C1=C(C(=NN1C1=C(C=C(C=C1)Cl)Cl)C=1N(C(C(N1)=O)(C)C)CC(C)C)C (2-[5-(4-chloro-phenyl)-1-(2,4-dichloro-phenyl)-4-methyl-1H-pyrazol-3-yl]-1-isobutyl-5,5-dimethyl-1,5-dihydro-imidazol-4-one). RXN SMILES: [Cl:1][C:2]1[CH:7]=[CH:6][C:5]([C:8]2[N:12]([C:13]3[CH:18]=[CH:17][C:16]([Cl:19])=[CH:15][C:14]=3[Cl:20])[N:11]=[C:10]([C:21](O)=O)[C:9]=2[CH3:24])=[CH:4][CH:3]=1.[CH2:25]([NH:29][C:30]([CH3:35])([CH3:34])[C:31]([NH2:33])=[O:32])[CH:26]([CH3:28])[CH3:27]>>[Cl:1][C:2]1[CH:3]=[CH:4][C:5]([C:8]2[N:12]([C:13]3[CH:18]=[CH:17][C:16]([Cl:19])=[CH:15][C:14]=3[Cl:20])[N:11]=[C:10]([C:21]3[N:29]([CH2:25][CH:26]([CH3:28])[CH3:27])[C:30]([CH3:35])([CH3:34])[C:31](=[O:32])[N:33]=3)[C:9]=2[CH3:24])=[CH:6][CH:7]=1. Reported procedure: Compound 12 was synthesized from 4a (248 mg, 0.66 mmol) and 5g (160 mg, 1.01 mmol) as a white solid (110 mg, 33%) in a manner similar to that described in Example 36. 1H NMR (600 MHz, CDCl3) δ 7.46 (d, 1H), 7.29-7.24 (m, 3H), 7.11 (d, 1H), 7.06 (d, 2H), 3.78-3.75 (m, 2H), 2.34 (s, 3H), 2.03-2.01 (m, 1H), 1.44 (s, 6H), 0.85-0.82 (d, 6H); ESMS m/z: 503.1 (M+1). Reactants: CCCC1=C(C=CC(=C1O)C(=O)C)O (2,4-dihydroxy-3-propylacetophenone), [I-].[K+] (potassium iodide), ClCCCCCC#N (6-chlorocapronitrile), C([O-])([O-])=O.[K+].[K+] (potassium carbonate). Run in C(C)C(=O)C (methyl ethyl ketone). Yields the product C(C)(=O)C1=C(C(=C(OCCCCCC#N)C=C1)CCC)O (6-(4-Acetyl-3-hydroxy-2-propylphenoxy)hexane nitrile). As a reaction SMILES: [CH3:1][CH2:2][CH2:3][C:4]1[C:9]([OH:10])=[C:8]([C:11]([CH3:13])=[O:12])[CH:7]=[CH:6][C:5]=1[OH:14].Cl[CH2:16][CH2:17][CH2:18][CH2:19][CH2:20][C:21]#[N:22].C(=O)([O-])[O-].[K+].[K+].[I-].[K+]>C(C(C)=O)C>[C:11]([C:8]1[CH:7]=[CH:6][C:5]([O:14][CH2:16][CH2:17][CH2:18][CH2:19][CH2:20][C:21]#[N:22])=[C:4]([CH2:3][CH2:2][CH3:1])[C:9]=1[OH:10])(=[O:12])[CH3:13] |f:2.3.4,5.6|. Procedure details: A solution of 44.4 g. of 2,4-dihydroxy-3-propylacetophenone, 42.2 g. of 6-chlorocapronitrile, 33.2 g. of potassium carbonate and 4.0 g. of potassium iodide in one liter of methyl ethyl ketone was allowed to reflux for three days. The reaction mixture was filtered and the filtrate was evaporated in vacuo. Chromatography of the residue over silica gel (0-30% ethyl acetate gradient in hexane) gave 53.6 g. of the title product as an oil.